From a dataset of the Open Reaction Database (ORD), a public repository of structured organic reaction records. describe an organic reaction: reactants, conditions, products, and yield Starting materials: CC[O-], CI, CCO, O=C(O)C(O)(c1ccc(F)cc1)c1ccc(F)cc1, [Na+], [Na]. Product: COC(=O)C(O)(c1ccc(F)cc1)c1ccc(F)cc1. RXN SMILES: [CH3:21][CH2:22][O-:23].[CH3:25][I:26].[CH3:27][CH2:28][OH:29].[F:1][c:2]1[cH:3][cH:4][c:5]([C:6]([C:7](=[O:8])[OH:9])([OH:10])[c:11]2[cH:12][cH:13][c:14]([F:17])[cH:15][cH:16]2)[cH:18][cH:19]1.[Na+:20].[Na:24]>>[F:1][c:2]1[cH:3][cH:4][c:5]([C:6]([C:7](=[O:8])[O:9][CH3:21])([OH:10])[c:11]2[cH:12][cH:13][c:14]([F:17])[cH:15][cH:16]2)[cH:18][cH:19]1. The reactants are ClCC=1N=C(SC1)C1CCC1 (4-chloromethyl-2-cyclobutyl-thiazole), C1(=CC=CC=C1)P(C1=CC=CC=C1)C1=CC=CC=C1 (triphenylphosphine). Solvent: C1(=CC=CC=C1)C (toluene). Product: [Cl-].C1(CCC1)C=1SC=C(N1)C[P+](C1=CC=CC=C1)(C1=CC=CC=C1)C1=CC=CC=C1 ([(2-cyclobutyl-4-thiazolyl)methyl]triphenylphosphonium chloride). The yield is 41.7%. As a reaction SMILES: [Cl:1][CH2:2][C:3]1[N:4]=[C:5]([CH:8]2[CH2:11][CH2:10][CH2:9]2)[S:6][CH:7]=1.[C:12]1([P:18]([C:25]2[CH:30]=[CH:29][CH:28]=[CH:27][CH:26]=2)[C:19]2[CH:24]=[CH:23][CH:22]=[CH:21][CH:20]=2)[CH:17]=[CH:16][CH:15]=[CH:14][CH:13]=1>C1(C)C=CC=CC=1>[Cl-:1].[CH:8]1([C:5]2[S:6][CH:7]=[C:3]([CH2:2][P+:18]([C:19]3[CH:20]=[CH:21][CH:22]=[CH:23][CH:24]=3)([C:25]3[CH:30]=[CH:29][CH:28]=[CH:27][CH:26]=3)[C:12]3[CH:13]=[CH:14][CH:15]=[CH:16][CH:17]=3)[N:4]=2)[CH2:11][CH2:10][CH2:9]1 |f:3.4|. Procedure: A mixture of 4.8 g of 4-chloromethyl-2-cyclobutyl-thiazole, 7.0 g of triphenylphosphine and 125 ml of toluene was heated to reflux for 16 hr and then cooled to room temperature. The mixture was then filtered to yield 4.8 g of [(2-cyclobutyl-4-thiazolyl)methyl]triphenylphosphonium chloride. Reactants: [BH4-], CC(C)(C)OC(=O)Nc1cccc(N)c1, CC(=O)O, O=Cc1ccccc1, [Na+], C1CCOC1. Product: CC(C)(C)OC(=O)Nc1cccc(NCc2ccccc2)c1. Reaction SMILES: [BH4-:28].[C:1]([CH3:2])([CH3:3])([CH3:4])[O:5][C:6]([NH:7][c:8]1[cH:9][c:10]([NH2:14])[cH:11][cH:12][cH:13]1)=[O:15].[CH3:24][C:25](=[O:26])[OH:27].[CH:16](=[O:17])[c:18]1[cH:19][cH:20][cH:21][cH:22][cH:23]1.[Na+:29].[O:30]1[CH2:31][CH2:32][CH2:33][CH2:34]1>>[C:1]([CH3:2])([CH3:3])([CH3:4])[O:5][C:6]([NH:7][c:8]1[cH:9][c:10]([NH:14][CH2:16][c:18]2[cH:19][cH:20][cH:21][cH:22][cH:23]2)[cH:11][cH:12][cH:13]1)=[O:15]. Starting materials: NC1=N[C@](C(C(N1C)=O)(C)C)(C)C1=C(C=CC(=C1)N)F ((S)-2-amino-6-(5-amino-2-fluoro-phenyl)-3,5,5,6-tetramethyl-5,6-dihydro-3H-pyrimidin-4-one), [B][B][B][B][B][B][B][B][B][B] (decaborane), NC1=N[C@](C(C(N1C)=O)(C)C)(C)C1=C(C=CC(=C1)N)F ((S)-2-amino-6-(5-amino-2-fluoro-phenyl)-3,5,5,6-tetramethyl-5,6-dihydro-3H-pyrimidin-4-one), C[C@H]1O[C@H](CC(C1)=O)C ((2R,6S)-2,6-dimethyl-tetrahydro-pyran-4-one). Yields the product NC1=N[C@](C(C(N1C)=O)(C)C)(C)C1=C(C=CC(=C1)NC1C[C@H](O[C@H](C1)C)C)F ((6S)-2-Amino-6-(5-((2R,6S)-2,6-dimethyltetrahydro-2H-pyran-4-ylamino)-2-fluorophenyl)-3,5,5,6-tetramethyl-5,6-dihydropyrimidin-4(3H)-one). Reaction SMILES: [NH2:1][C:2]1[N:7]([CH3:8])[C:6](=[O:9])[C:5]([CH3:11])([CH3:10])[C@:4]([C:13]2[CH:18]=[C:17]([NH2:19])[CH:16]=[CH:15][C:14]=2[F:20])([CH3:12])[N:3]=1.[CH3:21][C@@H:22]1[CH2:27][C:26](=O)[CH2:25][C@H:24]([CH3:29])[O:23]1.[B][B][B][B][B][B][B][B][B][B]>>[NH2:1][C:2]1[N:7]([CH3:8])[C:6](=[O:9])[C:5]([CH3:10])([CH3:11])[C@:4]([C:13]2[CH:18]=[C:17]([NH:19][CH:26]3[CH2:25][C@H:24]([CH3:29])[O:23][C@H:22]([CH3:21])[CH2:27]3)[CH:16]=[CH:15][C:14]=2[F:20])([CH3:12])[N:3]=1 |^3:29,38,^1:30,31,32,33,34,35,36,37|. Procedure: The reductive amination of (S)-2-amino-6-(5-amino-2-fluoro-phenyl)-3,5,5,6-tetramethyl-5,6-dihydro-3H-pyrimidin-4-one (intermediate J) and (2R,6S)-2,6-dimethyl-tetrahydro-pyran-4-one using decaborane yielded the title compound as a white solid. MS (ESI): m/z=391.1 [M+H]+. Reactants: S1C(=CC=C1)C=1OC=C(N1)CC(=O)OCC (ethyl 2-(2-thienyl)-4-oxazolylacetate), [Li] (lithium), [H-] (hydride). Yields the product S1C(=CC=C1)C=1OC=C(N1)CCO (2-[2-(2-thienyl)-4-oxazolyl]ethanol). Isolated yield 73.0%. Reaction SMILES: [S:1]1[CH:5]=[CH:4][CH:3]=[C:2]1[C:6]1[O:7][CH:8]=[C:9]([CH2:11][C:12](OCC)=[O:13])[N:10]=1.[Li].[H-]>>[S:1]1[CH:5]=[CH:4][CH:3]=[C:2]1[C:6]1[O:7][CH:8]=[C:9]([CH2:11][CH2:12][OH:13])[N:10]=1 |^1:16|. Reported procedure: In substantially the same manner as in Reference Example 72. ethyl 2-(2-thienyl)-4-oxazolylacetate was subjected to reduction with lithium alminum hydride to obtain 2-[2-(2-thienyl)-4-oxazolyl]ethanol as an oil. The yield was 73%. Reactants: ON\C(\C1=CC=C(C=C1)C(F)(F)F)=N/[H] ((Z)—N-hydroxy-4-(trifluoromethyl)benzimidamide), O=C1N(CCCC1(C1=CC=CC=C1)C1=CC=CC=C1)CC(=O)O (2-(2-oxo-3,3-diphenylpiperidin-1-yl)acetic acid), Cl.C(C)N=C=NCCCN(C)C (N1-((ethylimino)methylene)-N3,N3-dimethylpropane-1,3-diamine hydrochloride). The product is C1(=CC=CC=C1)C1(C(N(CCC1)CC1=NC(=NO1)C1=CC=C(C=C1)C(F)(F)F)=O)C1=CC=CC=C1 (3,3-diphenyl-1-({3-[4-(trifluoromethyl)phenyl]-1,2,4-oxadiazol-5-yl}methyl)piperidin-2-one). Run in ClCCCl (1,2-dichloroethane). As a reaction SMILES: [OH:1][NH:2]/[C:3](=[N:14]\[H])/[C:4]1[CH:9]=[CH:8][C:7]([C:10]([F:13])([F:12])[F:11])=[CH:6][CH:5]=1.[O:16]=[C:17]1[C:22]([C:29]2[CH:34]=[CH:33][CH:32]=[CH:31][CH:30]=2)([C:23]2[CH:28]=[CH:27][CH:26]=[CH:25][CH:24]=2)[CH2:21][CH2:20][CH2:19][N:18]1[CH2:35][C:36](O)=O.Cl.C(N=C=NCCCN(C)C)C>ClCCCl>[C:29]1([C:22]2([C:23]3[CH:24]=[CH:25][CH:26]=[CH:27][CH:28]=3)[CH2:21][CH2:20][CH2:19][N:18]([CH2:35][C:36]3[O:1][N:2]=[C:3]([C:4]4[CH:9]=[CH:8][C:7]([C:10]([F:13])([F:12])[F:11])=[CH:6][CH:5]=4)[N:14]=3)[C:17]2=[O:16])[CH:34]=[CH:33][CH:32]=[CH:31][CH:30]=1 |f:2.3|. Reaction conditions: temperature 85 celsius, time 1 hour. Reported procedure: A solution of (Z)—N-hydroxy-4-(trifluoromethyl)benzimidamide (0.033 g, 0.162 mmol), 2-(2-oxo-3,3-diphenylpiperidin-1-yl)acetic acid (Example 68E, 0.050 g, 0.162 mmol) and N1-((ethylimino)methylene)-N3,N3-dimethylpropane-1,3-diamine hydrochloride (0.046 g, 0.242 mmol) were stirred together in 1,2-dichloroethane (0.5 mL) at room temperature. After stirring for 1 hour, the reaction was heated to 85° C. and stirred overnight. The reaction was cooled, loaded directly onto a SF15-12 silica gel column ... Procedure: In another flame dried flask, a solution of 1-tert-butyl-4-ethynyl-benzene (3.56 g, 22.5 mmol) in THF (20 ml) is prepared, and the freshly prepared LDA is added to this solution within 10 minutes. The temperature is maintained in the range between 23-26° C. by cooling, and the solution is stirred for another 10 minutes at ambient temperature. Then dibenzo[d,d′]benzo[1,2-b;4,5-b′]dithiophene-6,12-dione (educt 1) (2.40 g, 7.5 mmol) is added as a solid, and the mixture heated to 50° C. and stirred ... Reaction SMILES: [Li+].[CH3:2]C([N-]C(C)C)C.[CH:9]1[C:14]2[C:15]3[C:28](=O)[C:20]4S[C:22]5C=CC=[CH:24][C:23]=5[C:19]=4[C:18](=O)[C:16]=3SC=2C=CC=1.O>C1COCC1>[C:23]([C:19]1[CH:18]=[CH:16][C:15]([C:14]#[CH:9])=[CH:28][CH:20]=1)([CH3:22])([CH3:24])[CH3:2] |f:0.1|. Reaction conditions: temperature 24.5 celsius, time 10 minute. Solvent: C1CCOC1 (THF). Product: C(C)(C)(C)C1=CC=C(C=C1)C#C (1-tert-butyl-4-ethynyl-benzene). The reactants are [Li+].CC(C)[N-]C(C)C (LDA), C1=CC=CC2=C1C1=C(S2)C(C2=C(SC3=C2C=CC=C3)C1=O)=O (dibenzo[d,d′]benzo[1,2-b;4,5-b′]dithiophene-6,12-dione), O (water). Starting materials: OC1CCN(CC1)C(=O)C1CCC(CC1)NC1=NC=CC(=N1)N1N=NC2=C1C=CC=C2I ((4-hydroxy-piperidin-1-yl)-{4-[4-(4-iodobenzotriazol-1-yl)-pyrimidin-2-yl-amino]-cyclohexyl}-methanone), C1(=C(C=CC=C1)B(O)O)C (o-tolylboronic acid), C(=O)([O-])[O-].[Na+].[Na+] (Na2CO3). Conditions: time 15 minute. Yields the product [NH4+].[OH-].CO (NH4OH MeOH), OC1CCN(CC1)C(=O)C1CCC(CC1)NC1=NC=CC(=N1)N1N=NC2=C1C=CC=C2C2=C(C=CC=C2)C ((4-hydroxy-piperidin-1-yl)-{4-[4-(4-o-tolyl-benzotriazol-1-yl)-pyrimidin-2-ylamino]-cyclohexyl}-methanone). The yield is 73.0%. Reaction SMILES: [OH:1][CH:2]1[CH2:7][CH2:6][N:5]([C:8]([CH:10]2[CH2:15][CH2:14][CH:13]([NH:16][C:17]3[N:22]=[C:21]([N:23]4[C:27]5[CH:28]=[CH:29][CH:30]=[C:31](I)[C:26]=5[N:25]=[N:24]4)[CH:20]=[CH:19][N:18]=3)[CH2:12][CH2:11]2)=[O:9])[CH2:4][CH2:3]1.[C:33]1([CH3:42])[CH:38]=[CH:37][CH:36]=[CH:35][C:34]=1B(O)O.[C:43]([O-])([O-])=[O:44].[Na+].[Na+]>>[NH4+:5].[OH-:1].[CH3:43][OH:44].[OH:1][CH:2]1[CH2:7][CH2:6][N:5]([C:8]([CH:10]2[CH2:15][CH2:14][CH:13]([NH:16][C:17]3[N:22]=[C:21]([N:23]4[C:27]5[CH:28]=[CH:29][CH:30]=[C:31]([C:34]6[CH:35]=[CH:36][CH:37]=[CH:38][C:33]=6[CH3:42])[C:26]=5[N:25]=[N:24]4)[CH:20]=[CH:19][N:18]=3)[CH2:12][CH2:11]2)=[O:9])[CH2:4][CH2:3]1 |f:2.3.4,5.6.7|. Procedure: A mixture of (4-hydroxy-piperidin-1-yl)-{4-[4-(4-iodobenzotriazol-1-yl)-pyrimidin-2-yl-amino]-cyclohexyl}-methanone (0.4 g), o-tolylboronic acid (0.104 g) and Na2CO3 (2 M, 1.1 mL, degassed) was degassed with argon for 5 min, then stirred at RT under N2 for 15 min. To this was added Pd(PPh3)4 (0.025 g) with toluene (13 mL, degassed) and EtOH (1 mL), and the mixture stirred overnight at 110° C. The reaction mixture was then diluted in water, extracted in DCM, washed with water and brine, dried ove...